This data is from the Open Reaction Database (ORD), a public repository of structured organic reaction records. The task is: describe an organic reaction: reactants, conditions, products, and yield Reactants: CO, Cl, [Na+], [OH-], COC(=O)CCOc1cccc(CCCn2cc(C(c3ccccc3)c3ccccc3)ccc2=O)c1. Yields the product O=C(O)CCOc1cccc(CCCn2cc(C(c3ccccc3)c3ccccc3)ccc2=O)c1. As a reaction SMILES: [CH3:40][OH:41].[ClH:39].[Na+:38].[OH-:37].[c:1]1([CH:7]([c:8]2[cH:9][cH:10][c:11](=[O:30])[n:12]([CH2:14][CH2:15][CH2:16][c:17]3[cH:18][c:19]([O:20][CH2:21][CH2:22][C:23](=[O:24])[O:25][CH3:26])[cH:27][cH:28][cH:29]3)[cH:13]2)[c:31]2[cH:32][cH:33][cH:34][cH:35][cH:36]2)[cH:2][cH:3][cH:4][cH:5][cH:6]1>>[c:1]1([CH:7]([c:8]2[cH:9][cH:10][c:11](=[O:30])[n:12]([CH2:14][CH2:15][CH2:16][c:17]3[cH:18][c:19]([O:20][CH2:21][CH2:22][C:23](=[O:24])[OH:25])[cH:27][cH:28][cH:29]3)[cH:13]2)[c:31]2[cH:32][cH:33][cH:34][cH:35][cH:36]2)[cH:2][cH:3][cH:4][cH:5][cH:6]1. Reactants: C[Si](CCOCN1C=NC(=C1)C#N)(C)C (1-(2-trimethylsilanyl-ethoxymethyl)-1H-imidazole-4-carbonitrile), C1CC(=O)N(C1=O)Br (NBS). Reagents/catalysts: CC(C)(C#N)N=NC(C)(C)C#N (AIBN). The solvent is C(Cl)(Cl)(Cl)Cl (CCl4), CCOC(=O)C (EtOAc). Conditions: temperature 60 celsius. Yields the product BrC=1N(C=C(N1)C#N)COCC[Si](C)(C)C (2-Bromo-1-(2-trimethylsilanyl-ethoxymethyl)-1H-imidazole-4-carbonitrile). Yield: 77.9%. Reaction SMILES: [CH3:1][Si:2]([CH3:15])([CH3:14])[CH2:3][CH2:4][O:5][CH2:6][N:7]1[CH:11]=[C:10]([C:12]#[N:13])[N:9]=[CH:8]1.C1C(=O)N([Br:23])C(=O)C1>C(Cl)(Cl)(Cl)Cl.CCOC(C)=O.CC(N=NC(C#N)(C)C)(C#N)C>[Br:23][C:8]1[N:7]([CH2:6][O:5][CH2:4][CH2:3][Si:2]([CH3:15])([CH3:14])[CH3:1])[CH:11]=[C:10]([C:12]#[N:13])[N:9]=1. Procedure details: To a solution of 1-(2-trimethylsilanyl-ethoxymethyl)-1H-imidazole-4-carbonitrile (0.70 g, 3.1 mmol) (as prepared in the previous step) in CCl4 (10 mL) was added NBS (0.61 g, 3.4 mmol) and AIBN (2 mg, catalytic), and the mixture heated at 60° C. for 4 h. The reaction was diluted with EtOAc (30 mL) and washed with NaHCO3 (2×30 mL) and brine (30 mL) and the organic layer was dried over Na2SO4 and then concentrated. The title compound was eluted from a 20-g SPE cartridge (silica) with 30% EtOAc/hexa...